Dataset: the Open Reaction Database (ORD), a public repository of structured organic reaction records. Task: describe an organic reaction: reactants, conditions, products, and yield Starting materials: [OH-].[Na+] (sodium hydroxide), NC=1C(=NC(=CC1C1=CC(=CC=C1)C#N)C1=CC=CC=C1)C (3-amino-4-(3-cyanophenyl)-2-methyl-6-phenylpyridine), N1=CC=CC=C1 (pyridine), ClCCC(=O)Cl (3-chloropropionyl chloride). Solvent: CN(C=O)C (N,N-dimethylformamide), ice, C(C)(=O)OCC (ethyl acetate), C1(=CC=CC=C1)C (toluene). Conditions: time 6 hour. Product: ClCCC(=O)NC=1C(=NC(=CC1C1=CC(=CC=C1)C#N)C1=CC=CC=C1)C (3-(3-chloropropionylamino)-4-(3-cyanophenyl)-2-methyl-6-phenylpyridine). The yield is 60.7%. As a reaction SMILES: [NH2:1][C:2]1[C:3]([CH3:22])=[N:4][C:5]([C:16]2[CH:21]=[CH:20][CH:19]=[CH:18][CH:17]=2)=[CH:6][C:7]=1[C:8]1[CH:13]=[CH:12][CH:11]=[C:10]([C:14]#[N:15])[CH:9]=1.N1C=CC=CC=1.[Cl:29][CH2:30][CH2:31][C:32](Cl)=[O:33].[OH-].[Na+]>C1(C)C=CC=CC=1.C(OCC)(=O)C.CN(C)C=O>[Cl:29][CH2:30][CH2:31][C:32]([NH:1][C:2]1[C:3]([CH3:22])=[N:4][C:5]([C:16]2[CH:17]=[CH:18][CH:19]=[CH:20][CH:21]=2)=[CH:6][C:7]=1[C:8]1[CH:13]=[CH:12][CH:11]=[C:10]([C:14]#[N:15])[CH:9]=1)=[O:33] |f:3.4|. Reported procedure: To a solution of 3-amino-4-(3-cyanophenyl)-2-methyl-6-phenylpyridine (0.6 g) and pyridine (0.2 g) in toluene (10 ml) was added 3-chloropropionyl chloride (0.32 g) at 0° C. The mixture was stirred at the same temperature for 30 minutes and further at ambient temperature for 6 hours. After the mixture was allowed to stand at ambient temperature for 3 days, N,N-dimethylformamide (10 ml) was added thereto to dissolve the precipitates. The mixture was stirred at ambient temperature for 5 hours, dilut... The reactants are CO (MeOH), ClC1=CC=C(C=C1)N1C(C(C=2C1=NC=CC2)CC2=CC=NC=C2)=O (1,3-dihydro-1-(4-chlorophenyl)-3-(4-pyridinylmethyl)-2H-pyrrolo[2,3-b]pyridin-2-one), Cl.N1=C(C=CC=C1)CCl (2-picolylchloride hydrochloride). Run in [OH-].[Na+] (NaOH), O (water). Run at time 16 hour. Product: ClC1=CC=C(C=C1)N1C(C(C=2C1=NC=CC2)(CC2=CC=NC=C2)CC2=NC=CC=C2)=O (1,3-Dihydro-1-(4-chlorophenyl)-3-(2-pyridinylmethyl)-3-(4-pyridinylmethyl)-2H-pyrrolo[2,3-b]pyridin-2-one). Reaction SMILES: [Cl:1][C:2]1[CH:7]=[CH:6][C:5]([N:8]2[C:12]3=[N:13][CH:14]=[CH:15][CH:16]=[C:11]3[CH:10]([CH2:17][C:18]3[CH:23]=[CH:22][N:21]=[CH:20][CH:19]=3)[C:9]2=[O:24])=[CH:4][CH:3]=1.CO.Cl.[N:28]1[CH:33]=[CH:32][CH:31]=[CH:30][C:29]=1[CH2:34]Cl>[OH-].[Na+].O>[Cl:1][C:2]1[CH:7]=[CH:6][C:5]([N:8]2[C:12]3=[N:13][CH:14]=[CH:15][CH:16]=[C:11]3[C:10]([CH2:34][C:29]3[CH:30]=[CH:31][CH:32]=[CH:33][N:28]=3)([CH2:17][C:18]3[CH:19]=[CH:20][N:21]=[CH:22][CH:23]=3)[C:9]2=[O:24])=[CH:4][CH:3]=1 |f:2.3,4.5|. Reported procedure: A suspension of 1,3-dihydro-1-(4-chlorophenyl)-3-(4-pyridinylmethyl)-2H-pyrrolo[2,3-b]pyridin-2-one (3.0 g, 8.93 mmol) in 20 ml 1N NaOH was treated with enough MeOH to effect solution. The solution was treated dropwise with a solution of 2-picolylchloride hydrochloride (1.6 g, 9.82 mmol) in 10 ml water over 10 min. The mixture was stirred at room temperature for 16 h, and the resulting solid was colledted by filtration, washed with water, and dried. The solid was recrystallized from CHCl3 --C6H1... Reactants: CS(=O)(=O)NC1=CC=C(C=C1)B(O)O (4-(methylsulfonylamino)phenylboronic acid), BrC1=CC=C(C=C1)C=1OC=C(N1)CN1CCCC1 (4-Bromo-phenyl-4-pyrrolidin-1-ylmethyl-oxazole), Cl (hydrochloride). The product is N1(CCCC1)CC=1N=C(OC1)C1=CC=C(C=C1)C1=CC=C(C=C1)NS(=O)(=O)C (N-[4′-(4-Pyrrolidin-1-ylmethyl-oxazol-2-yl)-biphenyl-4-yl]-methanesulfonamide). Reaction SMILES: [CH3:1][S:2]([NH:5][C:6]1[CH:11]=[CH:10][C:9](B(O)O)=[CH:8][CH:7]=1)(=[O:4])=[O:3].Br[C:16]1[CH:21]=[CH:20][C:19]([C:22]2[O:23][CH:24]=[C:25]([CH2:27][N:28]3[CH2:32][CH2:31][CH2:30][CH2:29]3)[N:26]=2)=[CH:18][CH:17]=1.Cl>>[N:28]1([CH2:27][C:25]2[N:26]=[C:22]([C:19]3[CH:20]=[CH:21][C:16]([C:9]4[CH:10]=[CH:11][C:6]([NH:5][S:2]([CH3:1])(=[O:4])=[O:3])=[CH:7][CH:8]=4)=[CH:17][CH:18]=3)[O:23][CH:24]=2)[CH2:29][CH2:30][CH2:31][CH2:32]1. Procedure: The titled compound is prepared substantially in accordance with the procedure of Example 4 using 4-(methylsulfonylamino)phenylboronic acid and 2-(4-Bromo-phenyl-4-pyrrolidin-1-ylmethyl-oxazole; hydrochloride (See Example 2). MS (m/e) 398.2 (M+1) The reactants are C(C1=CC=CC=C1)OC=1C=C(CC2C(NC3=C(C(N2)=O)C=CC=C3)=O)C=CC1[N+](=O)[O-] (3-(3-benzyloxy-4-nitro-benzyl)-3,4-dihydro-1H-benzo[1,4]diazepine-2,5-dione). The reagents and catalysts are [Pt]=O (platinum oxide). Run in CCOC(=O)C.CO (EtOAc methanol). Yields the product NC1=C(C=C(CC2C(NC3=C(C(N2)=O)C=CC=C3)=O)C=C1)OCC1=CC=CC=C1 (3-(4-amino-3-benzyloxy-benzyl)-3,4-dihydro-1H-benzo[1,4]diazepine-2,5-dione). RXN SMILES: [CH2:1]([O:8][C:9]1[CH:10]=[C:11]([CH:26]=[CH:27][C:28]=1[N+:29]([O-])=O)[CH2:12][CH:13]1[NH:19][C:18](=[O:20])[C:17]2[CH:21]=[CH:22][CH:23]=[CH:24][C:16]=2[NH:15][C:14]1=[O:25])[C:2]1[CH:7]=[CH:6][CH:5]=[CH:4][CH:3]=1>CCOC(C)=O.CO.[Pt]=O>[NH2:29][C:28]1[CH:27]=[CH:26][C:11]([CH2:12][CH:13]2[NH:19][C:18](=[O:20])[C:17]3[CH:21]=[CH:22][CH:23]=[CH:24][C:16]=3[NH:15][C:14]2=[O:25])=[CH:10][C:9]=1[O:8][CH2:1][C:2]1[CH:7]=[CH:6][CH:5]=[CH:4][CH:3]=1 |f:1.2|. Procedure: A solution of the title J compound, 3-(3-benzyloxy-4-nitro-benzyl)-3,4-dihydro-1H-benzo[1,4]diazepine-2,5-dione (196 mg, 0.47 mmol) in EtOAc-methanol (1:1, 44 mL) is hydrogenated over platinum oxide (22 mg) at atmospheric pressure for 1 h. The catalyst is filtered off and the filtrate is evaporated to dryness to give 3-(4-amino-3-benzyloxy-benzyl)-3,4-dihydro-1H-benzo[1,4]diazepine-2,5-dione as a foam: [M+1]+=388. As a reaction SMILES: [CH3:41][CH2:42][O:43][CH2:44][CH3:45].[Cl:1][c:2]1[cH:3][n:4][c:5]([NH:7][C:8](=[O:9])[C:10](=[CH:11][CH:12]2[CH2:13][CH2:14][CH2:15][CH2:16]2)[c:17]2[cH:18][cH:19][c:20]([NH:23][C:24](=[O:25])[O:26][C:27]([CH3:28])([CH3:29])[CH3:30])[n:21][cH:22]2)[s:6]1.[Cl:38][CH2:39][Cl:40].[F:31][C:32]([F:33])([F:34])[C:35]([OH:36])=[O:37]>>[Cl:1][c:2]1[cH:3][n:4][c:5]([NH:7][C:8](=[O:9])[C:10](=[CH:11][CH:12]2[CH2:13][CH2:14][CH2:15][CH2:16]2)[c:17]2[cH:18][cH:19][c:20]([NH2:23])[n:21][cH:22]2)[s:6]1. The product is Nc1ccc(C(=CC2CCCC2)C(=O)Nc2ncc(Cl)s2)cn1. Reactants: CCOCC, CC(C)(C)OC(=O)Nc1ccc(C(=CC2CCCC2)C(=O)Nc2ncc(Cl)s2)cn1, ClCCl, O=C(O)C(F)(F)F.